This data is from the Open Reaction Database (ORD), a public repository of structured organic reaction records. The task is: describe an organic reaction: reactants, conditions, products, and yield Reactants: ClC1=C(C=CC=C1)NC(NC=1C=CC(=NC1)C1=CC=C2CN(C(C2=C1)=O)[C@H](C(=O)OC)C(C)C)=O ((S)-Methyl 2-(6-(5-(3-(2-chlorophenyl)ureido)pyridin-2-yl)-1-oxoisoindolin-2-yl)-3-methylbutanoate), NC=1C=CC(=NC1)C1=CC=C2CN(C(C2=C1)=O)[C@H](C(=O)OC)C(C)C ((S)-Methyl 2-(6-(5-aminopyridin-2-yl)-1-oxoisoindolin-2-yl)-3-methylbutanoate), CC=1C=C(C=CC1C)N=C=O (3,4-dimethyl phenyl isocyanate), compound, compound. Product: CC=1C=C(C=CC1C)NC(NC=1C=CC(=NC1)C1=CC=C2CN(C(C2=C1)=O)[C@H](C(=O)OC)C(C)C)=O ((S)-Methyl 2-(6-(5-(3-(3,4-dimethylphenyl)ureido)pyridin-2-yl)-1-oxoisoindolin-2-yl)-3-methylbutanoate). RXN SMILES: ClC1C=CC=CC=1NC(=O)NC1C=CC(C2C=C3C(CN([C@@H](C(C)C)C(OC)=O)C3=O)=CC=2)=NC=1.[NH2:36][C:37]1[CH:38]=[CH:39][C:40]([C:43]2[CH:51]=[C:50]3[C:46]([CH2:47][N:48]([C@@H:53]([CH:58]([CH3:60])[CH3:59])[C:54]([O:56][CH3:57])=[O:55])[C:49]3=[O:52])=[CH:45][CH:44]=2)=[N:41][CH:42]=1.[CH3:61][C:62]1[CH:63]=[C:64]([N:69]=[C:70]=[O:71])[CH:65]=[CH:66][C:67]=1[CH3:68]>>[CH3:61][C:62]1[CH:63]=[C:64]([NH:69][C:70](=[O:71])[NH:36][C:37]2[CH:38]=[CH:39][C:40]([C:43]3[CH:51]=[C:50]4[C:46]([CH2:47][N:48]([C@@H:53]([CH:58]([CH3:60])[CH3:59])[C:54]([O:56][CH3:57])=[O:55])[C:49]4=[O:52])=[CH:45][CH:44]=3)=[N:41][CH:42]=2)[CH:65]=[CH:66][C:67]=1[CH3:68]. Procedure: The compound of example 397 was prepared analogous to the compound of example 393 by reaction of the compound of example 392 with 3,4-dimethyl phenyl isocyanate. The compound of example 397 was used directly for the preparation of compound of example 398 without purification. The reactants are C(C)[Si]1([Si]([Si]([Si]1(CC)CC)(CC)CC)(CC)CC)CC (octaethylcyclotetrasilane), C1(=CC=CC=C1)[Si](C1=CC=CC=C1)(C1=CC=CC=C1)[Li] (triphenylsilyllithium), C([O-])(O)=O.[Na+] (sodium bicarbonate), C[Si](Cl)(C)C (Trimethylchlorosilane). Run in O1CCCC1 (tetrahydrofuran), O1CCCC1 (tetrahydrofuran), CCCCCC (Hexane). Conditions: temperature 0 celsius, time 15 minute. Yields the product C(C)[Si]([Si](C)(C)C)([Si]([Si]([Si]([Si](C1=CC=CC=C1)(C1=CC=CC=C1)C1=CC=CC=C1)(CC)CC)(CC)CC)(CC)CC)CC (2,2,3,3,4,4,5,5-octaethyl-1,1,1-trimethyl-6,6,6-triphenylhexasilane). Yield: 41.0%. As a reaction SMILES: [CH2:1]([Si:3]1([CH2:19][CH3:20])[Si:6]([CH2:9][CH3:10])([CH2:7][CH3:8])[Si:5]([CH2:13][CH3:14])([CH2:11][CH3:12])[Si:4]1([CH2:17][CH3:18])[CH2:15][CH3:16])[CH3:2].[C:21]1([Si:27]([Li])([C:34]2[CH:39]=[CH:38][CH:37]=[CH:36][CH:35]=2)[C:28]2[CH:33]=[CH:32][CH:31]=[CH:30][CH:29]=2)[CH:26]=[CH:25][CH:24]=[CH:23][CH:22]=1.[CH3:41][Si:42]([CH3:45])([CH3:44])Cl.C(=O)(O)[O-].[Na+]>CCCCCC.O1CCCC1>[CH2:19]([Si:3]([CH2:1][CH3:2])([Si:6]([CH2:9][CH3:10])([CH2:7][CH3:8])[Si:5]([CH2:13][CH3:14])([CH2:11][CH3:12])[Si:4]([CH2:15][CH3:16])([CH2:17][CH3:18])[Si:27]([C:34]1[CH:39]=[CH:38][CH:37]=[CH:36][CH:35]=1)([C:28]1[CH:33]=[CH:32][CH:31]=[CH:30][CH:29]=1)[C:21]1[CH:26]=[CH:25][CH:24]=[CH:23][CH:22]=1)[Si:42]([CH3:45])([CH3:44])[CH3:41])[CH3:20] |f:3.4|. Reported procedure: In an argon atmosphere, to a tetrahydrofuran solution (1 ml) of 52 mg (0.15 mmol) of octaethylcyclotetrasilane was added 0.75 ml (0.15 mmol) of a tetrahydrofuran solution (0.20M) of triphenylsilyllithium, and stirred at 0° C. for 15 minutes. Trimethylchlorosilane in an amount of 108 mg (1.0 mmol) was added, and reacted at room temperature for 3 hours. Hexane (2 ml) and saturated aqueous sodium bicarbonate solution (2 ml) were added, stirred, the hexane layer was separated, and dried with magnesi...